Dataset: the Open Reaction Database (ORD), a public repository of structured organic reaction records. Task: describe an organic reaction: reactants, conditions, products, and yield RXN SMILES: [CH3:9][O:10][c:11]1[cH:12][c:13]([CH:19]2[CH2:20][CH2:21][N:22]([c:25]3[c:26]([CH3:39])[c:27]([CH3:38])[c:28]4[c:29]([c:36]3[CH3:37])[CH:30]([OH:35])[C:31]([CH3:33])([CH3:34])[O:32]4)[CH2:23][CH2:24]2)[cH:14][cH:15][c:16]1[O:17][CH3:18].[NH2:1][CH2:2][c:3]1[cH:4][cH:5][cH:6][cH:7][cH:8]1>>[NH:1]([CH2:2][c:3]1[cH:4][cH:5][cH:6][cH:7][cH:8]1)[CH:30]1[c:29]2[c:28]([c:27]([CH3:38])[c:26]([CH3:39])[c:25]([N:22]3[CH2:21][CH2:20][CH:19]([c:13]4[cH:12][c:11]([O:10][CH3:9])[c:16]([O:17][CH3:18])[cH:15][cH:14]4)[CH2:24][CH2:23]3)[c:36]2[CH3:37])[O:32][C:31]1([CH3:33])[CH3:34]. Yields the product COc1ccc(C2CCN(c3c(C)c(C)c4c(c3C)C(NCc3ccccc3)C(C)(C)O4)CC2)cc1OC. Reactants: COc1ccc(C2CCN(c3c(C)c(C)c4c(c3C)C(O)C(C)(C)O4)CC2)cc1OC, NCc1ccccc1. Procedure details: In a 500 ml round-bottom flask, a suspension of 2-amino-7-(1,3-dioxo-1,3-dihydro-isoindol-2-ylmethyl)-6-(4-methoxy-benzyl)-4,5,6,7-tetrahydro-thieno[2,3-c]pyridine-3-carboxylic acid tert-butyl ester (5.00 g, 9.4 mmol) in absolute ethanol (200 ml) was flushed with nitrogen. The reaction mixture was stirred at room temperature and hydrazine (1.5 ml, 47.8 mmol) was added. The reaction mixture was heated to 80° C. for 6 hours and then cooled to room temperature. After 14 hours at room temperature, t... Yields the product C(C)(C)(C)OC(=O)C1=C(SC=2C(N(CCC21)CC2=CC=C(C=C2)OC)CN)N (2-amino-7-aminomethyl-6-(4-methoxy-benzyl)-4,5,6,7-tetrahydro-thieno[2,3-c]pyridine-3-carboxylic acid tert-butyl ester). Reaction SMILES: [C:1]([O:5][C:6]([C:8]1[C:16]2[CH2:15][CH2:14][N:13]([CH2:17][C:18]3[CH:23]=[CH:22][C:21]([O:24][CH3:25])=[CH:20][CH:19]=3)[CH:12]([CH2:26][N:27]3C(=O)C4C(=CC=CC=4)C3=O)[C:11]=2[S:10][C:9]=1[NH2:38])=[O:7])([CH3:4])([CH3:3])[CH3:2].NN>C(O)C>[C:1]([O:5][C:6]([C:8]1[C:16]2[CH2:15][CH2:14][N:13]([CH2:17][C:18]3[CH:19]=[CH:20][C:21]([O:24][CH3:25])=[CH:22][CH:23]=3)[CH:12]([CH2:26][NH2:27])[C:11]=2[S:10][C:9]=1[NH2:38])=[O:7])([CH3:4])([CH3:2])[CH3:3]. Yield: 84.4%. Starting materials: C(C)(C)(C)OC(=O)C1=C(SC=2C(N(CCC21)CC2=CC=C(C=C2)OC)CN2C(C1=CC=CC=C1C2=O)=O)N (2-amino-7-(1,3-dioxo-1,3-dihydro-isoindol-2-ylmethyl)-6-(4-methoxy-benzyl)-4,5,6,7-tetrahydro-thieno[2,3-c]pyridine-3-carboxylic acid tert-butyl ester), NN (hydrazine). The solvent is C(C)O (ethanol). Reaction conditions: time 14 hour. The reactants are ClC1=C(C(=NN(C1=O)CC(=O)NCC1=CC=NC=C1)OCOCC[Si](C)(C)C)N[C@H]1[C@@H]([C@@H]2C([C@H](C1)C2)(C)C)C (2-[5-Chloro-6-oxo-4-{[(1R,2R,3R,5S)-2,6,6-trimethylbicyclo[3.1.1]hept-3-yl]amino}-3-{[2-(trimethylsilyl)ethoxy]methoxy}pyridazin-1(6H)-yl]-N-(pyridin-4-ylmethyl)acetamide), Cl.CO (hydrogen chloride methanol). Run in CO (methanol). Yields the product Cl.ClC1=C(C(=NN(C1=O)CC(=O)NCC1=CC=NC=C1)O)N[C@H]1[C@@H]([C@@H]2C([C@H](C1)C2)(C)C)C (2-[5-Chloro-3-hydroxy-6-oxo-4-{[(1R,2R,3R,5S)-2,6,6-trimethylbicyclo[3.1.1]hept-3-yl]amino}pyridazin-1(6H)-yl]-N-(pyridin-4-ylmethyl)acetamide Hydrochloride). As a reaction SMILES: [Cl:1][C:2]1[C:7](=[O:8])[N:6]([CH2:9][C:10]([NH:12][CH2:13][C:14]2[CH:19]=[CH:18][N:17]=[CH:16][CH:15]=2)=[O:11])[N:5]=[C:4]([O:20]COCC[Si](C)(C)C)[C:3]=1[NH:29][C@@H:30]1[CH2:35][C@@H:34]2[CH2:36][C@@H:32]([C:33]2([CH3:38])[CH3:37])[C@H:31]1[CH3:39].Cl.CO>CO>[ClH:1].[Cl:1][C:2]1[C:7](=[O:8])[N:6]([CH2:9][C:10]([NH:12][CH2:13][C:14]2[CH:15]=[CH:16][N:17]=[CH:18][CH:19]=2)=[O:11])[N:5]=[C:4]([OH:20])[C:3]=1[NH:29][C@@H:30]1[CH2:35][C@@H:34]2[CH2:36][C@@H:32]([C:33]2([CH3:38])[CH3:37])[C@H:31]1[CH3:39] |f:1.2,4.5|. Procedure details: 2-[5-Chloro-6-oxo-4-{[(1R,2R,3R,5S)-2,6,6-trimethylbicyclo[3.1.1]hept-3-yl]amino}-3-{[2-(trimethylsilyl)ethoxy]methoxy}pyridazin-1(6H)-yl]-N-(pyridin-4-ylmethyl)acetamide (12 mg, 0.0208 mmol) in methanol (1 mL) was stirred with 10 mass % hydrogen chloride-methanol (5 mL) at 60° C. for 5 hours. After completion of the reaction, the reaction solution was concentrated under reduced pressure and purified by preparative HPLC to give the desired product. The reactants are CCOC(OCC)OCC, CCN(C(C)C)C(C)C, ClCCl, CC12CCC(=O)CC1CCC1C2CCC2(C)C(OC3CCCCO3)CCC12. Yields the product CCOC(OCC)C1CC2(C)C(CCC3C2CCC2(C)C(OC4CCCCO4)CCC32)CC1=O. As a reaction SMILES: [CH2:1]([O:2][CH:4]([O:5][CH2:6][CH3:7])[O:8][CH2:9][CH3:10])[CH3:3].[CH:38]([N:39]([CH:40]([CH3:41])[CH3:42])[CH2:43][CH3:44])([CH3:45])[CH3:46].[Cl:47][CH2:48][Cl:49].[O:11]1[CH:12]([O:17][CH:18]2[C:19]3([CH3:20])[CH:21]([CH2:22][CH2:23]2)[CH:24]2[CH2:25][CH2:26][CH:27]4[CH2:28][C:29](=[O:37])[CH2:30][CH2:31][C:32]4([CH3:33])[CH:34]2[CH2:35][CH2:36]3)[CH2:13][CH2:14][CH2:15][CH2:16]1>>[CH:4]([O:5][CH2:6][CH3:7])([O:8][CH2:9][CH3:10])[CH:30]1[C:29](=[O:37])[CH2:28][CH:27]2[CH2:26][CH2:25][CH:24]3[CH:21]4[C:19]([CH3:20])([CH:18]([O:17][CH:12]5[O:11][CH2:16][CH2:15][CH2:14][CH2:13]5)[CH2:23][CH2:22]4)[CH2:36][CH2:35][CH:34]3[C:32]2([CH3:33])[CH2:31]1. Reactants: BrC=1C=CC2=C(N=C(S2)COC=2C(=C(C(=O)N)C(=CC2)F)F)C1 (3-(5-bromo-benzothiazol-2-ylmethoxy)-2,6-difluoro-benzamide), C(C=C)[Sn](CCCC)(CCCC)CCCC (Allyl tributyltin). Reagents/catalysts: [Pd].C1(=CC=CC=C1)P(C1=CC=CC=C1)C1=CC=CC=C1.C1(=CC=CC=C1)P(C1=CC=CC=C1)C1=CC=CC=C1.C1(=CC=CC=C1)P(C1=CC=CC=C1)C1=CC=CC=C1.C1(=CC=CC=C1)P(C1=CC=CC=C1)C1=CC=CC=C1 (Tetrakis (triphenylphosphine) Palladium (0)). Run in CN(C)C=O (DMF). Reaction conditions: temperature 120 celsius. Yields the product C(C=C)C=1C=CC2=C(N=C(S2)COC=2C(=C(C(=O)N)C(=CC2)F)F)C1 (3-(5-Allyl-benzothiazol-2-ylmethoxy)-2,6-difluoro-benzamide). Isolated yield 0.6%. As a reaction SMILES: Br[C:2]1[CH:3]=[CH:4][C:5]2[S:9][C:8]([CH2:10][O:11][C:12]3[C:13]([F:22])=[C:14]([C:18]([F:21])=[CH:19][CH:20]=3)[C:15]([NH2:17])=[O:16])=[N:7][C:6]=2[CH:23]=1.[CH2:24]([Sn](CCCC)(CCCC)CCCC)[CH:25]=[CH2:26]>CN(C=O)C.[Pd].C1(P(C2C=CC=CC=2)C2C=CC=CC=2)C=CC=CC=1.C1(P(C2C=CC=CC=2)C2C=CC=CC=2)C=CC=CC=1.C1(P(C2C=CC=CC=2)C2C=CC=CC=2)C=CC=CC=1.C1(P(C2C=CC=CC=2)C2C=CC=CC=2)C=CC=CC=1>[CH2:26]([C:2]1[CH:3]=[CH:4][C:5]2[S:9][C:8]([CH2:10][O:11][C:12]3[C:13]([F:22])=[C:14]([C:18]([F:21])=[CH:19][CH:20]=3)[C:15]([NH2:17])=[O:16])=[N:7][C:6]=2[CH:23]=1)[CH:25]=[CH2:24] |f:3.4.5.6.7|. Procedure details: To a solution of 3-(5-bromo-benzothiazol-2-ylmethoxy)-2,6-difluoro-benzamide (0.1 g, 0.025 mol) in 5 ml of anhydrous DMF was added Allyl tributyltin (0.083 g, 0.025 mol) and degassed the reaction mixture for the 10 minutes. Tetrakis (triphenylphosphine) Palladium (0) (0.029 g, 0.0025 mol) was added and again degassed for 10 min. The reaction mixture was heated at 120° C. for 1 h under the nitrogen atmosphere, then cooled to r.t. Water was added to the reaction mixture and extracted with ethyl ac... As a reaction SMILES: [Br:34][c:35]1[cH:36][cH:37][c:38]([NH2:39])[cH:40][cH:41]1.[CH2:45]1[O:46][CH2:47][CH2:48][CH2:49]1.[Cl:1][C:2]([N:3]([CH3:4])[CH3:5])=[C:6]([CH3:7])[CH3:8].[Cl:42][CH2:43][Cl:44].[F:9][CH:10]([CH2:11][O:12][c:13]1[c:14]([C:15](=[O:16])[OH:17])[cH:18][c:19]([N+:24](=[O:25])[O-:26])[c:20]([NH:22][CH3:23])[n:21]1)[F:27].[cH:28]1[cH:29][cH:30][n:31][cH:32][cH:33]1>>[F:9][CH:10]([CH2:11][O:12][c:13]1[c:14]([C:15](=[O:17])[NH:39][c:38]2[cH:37][cH:36][c:35]([Br:34])[cH:41][cH:40]2)[cH:18][c:19]([N+:24](=[O:25])[O-:26])[c:20]([NH:22][CH3:23])[n:21]1)[F:27]. Yields the product CNc1nc(OCC(F)F)c(C(=O)Nc2ccc(Br)cc2)cc1[N+](=O)[O-]. Reactants: Nc1ccc(Br)cc1, C1CCOC1, CC(C)=C(Cl)N(C)C, ClCCl, CNc1nc(OCC(F)F)c(C(=O)O)cc1[N+](=O)[O-], c1ccncc1. The reactants are FC(C(=O)O)(F)F.C[C@H]1N(CCC1)CCC1=CC=C(C=C1)C1=CC=C(C=C1)CCC(=O)N[C@H](C(=O)OC(C)(C)C)C ((S)-tert-butyl 2-(3-(4′-(2-((R)-2-methylpyrrolidin-1-yl)ethyl)biphenyl-4-yl)propanamido)propanoate 2,2,2-trifluoroacetate), Cl (hydrogen chloride), O1CCOCC1 (dioxane). Conditions: time 4 hour. Yields the product C[C@H]1N(CCC1)CCC1=CC=C(C=C1)C1=CC=C(C=C1)CCC(=O)N[C@H](C(=O)O)C ((S)-2-(3-(4′-(2-((R)-2-methylpyrrolidin-1-yl)ethyl)biphenyl-4-yl)propanamido)propanoic acid). RXN SMILES: FC(F)(F)C(O)=O.[CH3:8][C@@H:9]1[CH2:13][CH2:12][CH2:11][N:10]1[CH2:14][CH2:15][C:16]1[CH:21]=[CH:20][C:19]([C:22]2[CH:27]=[CH:26][C:25]([CH2:28][CH2:29][C:30]([NH:32][C@@H:33]([CH3:41])[C:34]([O:36]C(C)(C)C)=[O:35])=[O:31])=[CH:24][CH:23]=2)=[CH:18][CH:17]=1.Cl.O1CCOCC1>>[CH3:8][C@@H:9]1[CH2:13][CH2:12][CH2:11][N:10]1[CH2:14][CH2:15][C:16]1[CH:17]=[CH:18][C:19]([C:22]2[CH:27]=[CH:26][C:25]([CH2:28][CH2:29][C:30]([NH:32][C@@H:33]([CH3:41])[C:34]([OH:36])=[O:35])=[O:31])=[CH:24][CH:23]=2)=[CH:20][CH:21]=1 |f:0.1|. Procedure details: To (S)-tert-butyl 2-(3-(4′-(2-((R)-2-methylpyrrolidin-1-yl)ethyl)biphenyl-4-yl)propanamido)propanoate 2,2,2-trifluoroacetate (4.4 mg, 7.60 mol) was added 4M hydrogen chloride in dioxane (0.665 mL, 2.66 mmol). The reaction was stirred at room temperature for 4 h. The mixture was concentrated to give the title compound. LCMS m/z=409.4 [M+H]+. Reactants: Cc1cccc(N2CCNCC2)c1, FC(F)(F)c1nnc2ccc(Cl)nn12, Cl, Cl. Product: Cc1cccc(N2CCN(c3ccc4nnc(C(F)(F)F)n4n3)CC2)c1. As a reaction SMILES: [CH3:3][c:4]1[cH:5][c:6]([N:10]2[CH2:11][CH2:12][NH:13][CH2:14][CH2:15]2)[cH:7][cH:8][cH:9]1.[Cl:16][c:17]1[cH:18][cH:19][c:20]2[n:21]([n:22]1)[c:23]([C:26]([F:27])([F:28])[F:29])[n:24][n:25]2.[ClH:1].[ClH:2]>>[CH3:3][c:4]1[cH:5][c:6]([N:10]2[CH2:11][CH2:12][N:13]([c:17]3[cH:18][cH:19][c:20]4[n:21]([n:22]3)[c:23]([C:26]([F:27])([F:28])[F:29])[n:24][n:25]4)[CH2:14][CH2:15]2)[cH:7][cH:8][cH:9]1. As a reaction SMILES: [Br:12][CH2:13][c:14]1[cH:15][cH:16][cH:17][cH:18][cH:19]1.[C:6](=[O:7])([O-:8])[O-:9].[Cs+:10].[Cs+:11].[O:20]=[CH:21][N:22]([CH3:23])[CH3:24].[nH:1]1[n:2][n:3][cH:4][cH:5]1>>[n:1]1[n:2][nH:3][cH:4][c:5]1-[c:14]1[cH:15][cH:16][cH:17][cH:18][cH:19]1. Reactants: BrCc1ccccc1, O=C([O-])[O-], [Cs+], [Cs+], CN(C)C=O, c1c[nH]nn1. Product: c1ccc(-c2c[nH]nn2)cc1. Starting materials: C1(CC1)CC(C#N)C=1C=NC=NC1 (3-cyclopropyl-2-(pyrimidin-5-yl)propanenitrile), CI (MeI), CC(C)(C)[O-].[K+] (t-BuOK). Run in O1CCOCC1 (1,4-dioxane). Conditions: time 1 hour. Yields the product C1(CC1)CC(C#N)(C=1C=NC=NC1)C (3-cyclopropyl-2-methyl-2-(pyrimidin-5-yl)propanenitrile). Yield: 92.4%. As a reaction SMILES: [CH:1]1([CH2:4][CH:5]([C:8]2[CH:9]=[N:10][CH:11]=[N:12][CH:13]=2)[C:6]#[N:7])[CH2:3][CH2:2]1.CI.[CH3:16]C([O-])(C)C.[K+]>O1CCOCC1>[CH:1]1([CH2:4][C:5]([CH3:16])([C:8]2[CH:9]=[N:10][CH:11]=[N:12][CH:13]=2)[C:6]#[N:7])[CH2:3][CH2:2]1 |f:2.3|. Procedure: To a solution of 3-cyclopropyl-2-(pyrimidin-5-yl)propanenitrile (1.5 g, 8.67 mmol) and MeI (1.45 g, 13.0 mmol) in 1,4-dioxane (20 ml) was added t-BuOK (9.57 ml, 9.57 mmol) dropwise at room temperature under N2. The mixture was stirred for 1 h at room temperature then quenched by sat.aq NH4Cl (20 ml) and extracted with EtOAc (3×30 ml). The organic layer was dried over Na2SO4 and concentrated under reduced pressure to give 3-cyclopropyl-2-methyl-2-(pyrimidin-5-yl)propanenitrile (1.5 g), which was ...